Dataset: the Open Reaction Database (ORD), a public repository of structured organic reaction records. Task: describe an organic reaction: reactants, conditions, products, and yield Reactants: ClC1=CC=C(C=C1)C(C=1C=C2C(=CC(NC2=CC1)=O)NC1CCN(CC1)S(=O)(=O)C(F)(F)F)C1=CC=C(C=C1)Cl (6-(bis(4-chlorophenyl)methyl)-4-((1-((trifluoromethyl)sulfonyl)piperidin-4-yl)amino)quinolin-2(1H)-one), BrCCOC (1-bromo-2-methoxyethane), BrCCOC (1-bromo-2-methoxyethane). Solvent: CC#N (CH3CN), CCOC(=O)C (EtOAc), O (water). Run at temperature 75 celsius, time 24 hour. Yields the product ClC1=CC=C(C=C1)C(C=1C=C2C(=CC(=NC2=CC1)OCCOC)NC1CCN(CC1)S(=O)(=O)C(F)(F)F)C1=CC=C(C=C1)Cl (6-(bis(4-chlorophenyl)methyl)-2-(2-methoxyethoxy)-N-(1-((trifluoromethyl)sulfonyl)piperidin-4-yl)quinolin-4-amine), ClC1=CC=C(C=C1)C(C=1C=C2C(=CC(N(C2=CC1)CCOC)=O)NC1CCN(CC1)S(=O)(=O)C(F)(F)F)C1=CC=C(C=C1)Cl (6-(bis(4-chlorophenyl)methyl)-1-(2-methoxyethyl)-4-((1-((trifluoromethyl)sulfonyl)piperidin-4-yl)amino)quinolin-2(1H)-one). Isolated yield 80.0%. RXN SMILES: [Cl:1][C:2]1[CH:7]=[CH:6][C:5]([CH:8]([C:34]2[CH:39]=[CH:38][C:37]([Cl:40])=[CH:36][CH:35]=2)[C:9]2[CH:10]=[C:11]3[C:16](=[CH:17][CH:18]=2)[NH:15][C:14](=[O:19])[CH:13]=[C:12]3[NH:20][CH:21]2[CH2:26][CH2:25][N:24]([S:27]([C:30]([F:33])([F:32])[F:31])(=[O:29])=[O:28])[CH2:23][CH2:22]2)=[CH:4][CH:3]=1.Br[CH2:42][CH2:43][O:44][CH3:45]>CC#N.CCOC(C)=O.O>[Cl:1][C:2]1[CH:7]=[CH:6][C:5]([CH:8]([C:34]2[CH:35]=[CH:36][C:37]([Cl:40])=[CH:38][CH:39]=2)[C:9]2[CH:10]=[C:11]3[C:16](=[CH:17][CH:18]=2)[N:15]=[C:14]([O:19][CH2:42][CH2:43][O:44][CH3:45])[CH:13]=[C:12]3[NH:20][CH:21]2[CH2:26][CH2:25][N:24]([S:27]([C:30]([F:33])([F:31])[F:32])(=[O:29])=[O:28])[CH2:23][CH2:22]2)=[CH:4][CH:3]=1.[Cl:1][C:2]1[CH:7]=[CH:6][C:5]([CH:8]([C:34]2[CH:35]=[CH:36][C:37]([Cl:40])=[CH:38][CH:39]=2)[C:9]2[CH:10]=[C:11]3[C:16](=[CH:17][CH:18]=2)[N:15]([CH2:42][CH2:43][O:44][CH3:45])[C:14](=[O:19])[CH:13]=[C:12]3[NH:20][CH:21]2[CH2:26][CH2:25][N:24]([S:27]([C:30]([F:33])([F:31])[F:32])(=[O:29])=[O:28])[CH2:23][CH2:22]2)=[CH:4][CH:3]=1. Procedure: A mixture of 6-(bis(4-chlorophenyl)methyl)-4-((1-((trifluoromethyl)sulfonyl)piperidin-4-yl)amino)quinolin-2(1H)-one (66.7 mg, 0.109 mmol), and 1-bromo-2-methoxyethane (0.0123 mL, 0.131 mmol) in CH3CN (2 mL) was heated at 75° C. overnight. Additional 1-bromo-2-methoxyethane (0.006 mL) was added and the reaction mixture stirred for another 24 h. The reaction mixture was diluted with EtOAc and water. The aqueous layer was extracted with EtOAc twice. The combined organics were concentrated and purif... The reactants are CC(=O)c1cc([N+](=O)[O-])cc(Cl)c1Cl, [H-], [Na+], CN(C)C=O, FC(F)(F)c1ccc2sc(S)nc2c1. The product is CC(=O)c1cc([N+](=O)[O-])cc(Cl)c1Sc1nc2cc(C(F)(F)F)ccc2s1. RXN SMILES: [Cl:15][c:16]1[c:17]([C:26]([CH3:27])=[O:28])[cH:18][c:19]([N+:23](=[O:24])[O-:25])[cH:20][c:21]1[Cl:22].[H-:30].[Na+:29].[O:31]=[CH:32][N:33]([CH3:34])[CH3:35].[SH:1][c:2]1[s:3][c:4]2[c:5]([n:6]1)[cH:7][c:8]([C:11]([F:12])([F:13])[F:14])[cH:9][cH:10]2>>[S:1]([c:2]1[s:3][c:4]2[c:5]([n:6]1)[cH:7][c:8]([C:11]([F:12])([F:13])[F:14])[cH:9][cH:10]2)[c:16]1[c:17]([C:26]([CH3:27])=[O:28])[cH:18][c:19]([N+:23](=[O:24])[O-:25])[cH:20][c:21]1[Cl:22]. The reactants are C(CCC)C=1N(C(=CN1)/C(=C(/C(=O)O)\CC1=CSC=C1)/C)CC1=C(C=CC=C1)Cl ((E) -3-[2-n-butyl-1-{(2-chlorophenyl) methyl}-1H-imidazol-5-yl]-2-(3-thienyl)methyl-2-butenoic acid), C(CCC)C=1N(C(=CN1)/C(=C(/C(=O)OCC)\CC=1SC=CC1)/CCCC)COCC[Si](C)(C)C (ethyl (E)-3-[2-n-butyl-1-{(trimethylsilyl)ethoxymethyl}-1H-imidazol-5-yl]-2-(2-thienyl)methyl-2heptenoate), ethyl (E)-3-[2-n-butyl-1-{(trimethylsilyl) ethoxymethyl}-1H-imidazol-5-yl]-2-(5-methyl-2-furyl)methyl-2-heptanoate. Yields the product C(CCC)C=1N(C(=CN1)/C(=C(/C(=O)OCC)\CC=1SC=CC1)/CCCC)CC1=C(C=CC=C1)Cl (ethyl (E)-3-[2-n-butyl-1-{(2-chlorophenyl)methyl}-1H-imidazol-5-yl]-2-(2-thienyl)methyl-2 -heptenoate). Reaction SMILES: C(C1N(C[C:23]2[CH:28]=[CH:27][CH:26]=[CH:25][C:24]=2[Cl:29])C(/C(/C)=C(\CC2C=CSC=2)/C(O)=O)=CN=1)CCC.[CH2:30]([C:34]1[N:35]([CH2:56]OCC[Si](C)(C)C)[C:36](/[C:39](/[CH2:52][CH2:53][CH2:54][CH3:55])=[C:40](\[CH2:46][C:47]2[S:48][CH:49]=[CH:50][CH:51]=2)/[C:41]([O:43][CH2:44][CH3:45])=[O:42])=[CH:37][N:38]=1)[CH2:31][CH2:32][CH3:33]>>[CH2:30]([C:34]1[N:35]([CH2:56][C:23]2[CH:28]=[CH:27][CH:26]=[CH:25][C:24]=2[Cl:29])[C:36](/[C:39](/[CH2:52][CH2:53][CH2:54][CH3:55])=[C:40](\[CH2:46][C:47]2[S:48][CH:49]=[CH:50][CH:51]=2)/[C:41]([O:43][CH2:44][CH3:45])=[O:42])=[CH:37][N:38]=1)[CH2:31][CH2:32][CH3:33]. Procedure: The procedure of Example 6, Method B (iv, v) is followed using ethyl (E)-3-[2-n-butyl-1-{(trimethylsilyl)ethoxymethyl}-1H-imidazol-5-yl]-2-(2-thienyl)methyl-2heptenoate in in place of ethyl (E)-3-[2-n-butyl-1-{(trimethylsilyl) ethoxymethyl}-1H-imidazol-5-yl]-2-(5-methyl-2-furyl)methyl-2-heptanoate to give the title compound. The reactants are CO, CC(C(=O)OC(c1ccc2c(c1)CCC(O)CN2C(=O)C(C)c1ccccc1)(C(F)(F)F)C(F)(F)F)c1ccccc1, COC(=O)Cc1cccc(OC2CCc3cc(C(OC(=O)C(C)c4ccccc4)(C(F)(F)F)C(F)(F)F)ccc3N(C(=O)C(C)c3ccccc3)C2)c1, [Na+], [OH-]. RXN SMILES: [CH3:98][OH:99].[F:1][C:2]([C:3]([C:4]([F:5])([F:6])[F:7])([c:8]1[cH:9][cH:10][c:11]2[c:12]([cH:29]1)[CH2:13][CH2:14][CH:15]([OH:28])[CH2:16][N:17]2[C:18]([CH:19]([CH3:20])[c:21]1[cH:22][cH:23][cH:24][cH:25][cH:26]1)=[O:27])[O:30][C:31](=[O:32])[CH:33]([c:34]1[cH:35][cH:36][cH:37][cH:38][cH:39]1)[CH3:40])([F:41])[F:42].[F:43][C:44]([F:45])([F:46])[C:47]([O:48][C:49](=[O:50])[CH:51]([c:52]1[cH:53][cH:54][cH:55][cH:56][cH:57]1)[CH3:58])([c:59]1[cH:60][cH:61][c:62]2[c:90]([cH:91]1)[CH2:89][CH2:88][CH:75]([O:76][c:77]1[cH:78][cH:79][cH:80][c:81]([CH2:82][C:83]([O:84][CH3:85])=[O:86])[cH:87]1)[CH2:74][N:63]2[C:64](=[O:65])[CH:66]([c:67]1[cH:68][cH:69][cH:70][cH:71][cH:72]1)[CH3:73])[C:92]([F:93])([F:94])[F:95].[Na+:97].[OH-:96]>>[F:1][C:2]([C:3]([C:4]([F:5])([F:6])[F:7])([c:8]1[cH:9][cH:10][c:11]2[c:12]([cH:29]1)[CH2:13][CH2:14][CH:15]([OH:28])[CH2:16][N:17]2[C:18]([CH:19]([CH3:20])[c:21]1[cH:22][cH:23][cH:24][cH:25][cH:26]1)=[O:27])[OH:30])([F:41])[F:42]. The product is CC(C(=O)N1CC(O)CCc2cc(C(O)(C(F)(F)F)C(F)(F)F)ccc21)c1ccccc1. Starting materials: C(C)SC1=CC=C2C(=CNC2=C1)C#N (6-ethylsulfanyl-1H-indole-3-carbonitrile), C1(CCC1)Br (cyclobutyl bromide). The solvent is CN(C)C=O (DMF). Reaction conditions: temperature 85 celsius. The product is C1(CCC1)N1C=C(C2=CC=C(C=C12)SCC)C#N (1-cyclobutyl-6-ethylsulfanyl-1H-indole-3-carbonitrile). Yield: 95.8%. RXN SMILES: [CH2:1]([S:3][C:4]1[CH:12]=[C:11]2[C:7]([C:8]([C:13]#[N:14])=[CH:9][NH:10]2)=[CH:6][CH:5]=1)[CH3:2].[CH:15]1(Br)[CH2:18][CH2:17][CH2:16]1>CN(C=O)C>[CH:15]1([N:10]2[C:11]3[C:7](=[CH:6][CH:5]=[C:4]([S:3][CH2:1][CH3:2])[CH:12]=3)[C:8]([C:13]#[N:14])=[CH:9]2)[CH2:18][CH2:17][CH2:16]1. Procedure details: A mixture of 6-ethylsulfanyl-1H-indole-3-carbonitrile (2.13 g, 10.5 mmol) Cs2CO3 (6.9 g, 21 mmol), cyclobutyl bromide (1.78 g, 13.2 mmol) and DMF (20 mL) was heated to 85° C. overnight and, after cooling, partitioned between ethyl acetate and water. The organic layer was washed with water, brine, dried over Mg2SO4, concentrated and purified on silica gel (EtOAc/hexane 5% to 30%) to provide 1-cyclobutyl-6-ethylsulfanyl-1H-indole-3-carbonitrile (2.58 g, 96%) as a light-yellow oil. Reactants: CCCCCCC.C1CCOC1 (heptane THF), BrC1=C(C=CC=C1)C (2-bromotoluene), [Mg] (magnesium), CC1=C(SC=C1)C=O (3-methylthiophene-2-aldehyde). Solvent: C(C)OCC (diethyl ether). Yields the product CC1=C(C=CC=C1)C(O)C=1SC=CC1C (2-Methylphenyl-(3-methyl-2-thienyl)methanol). As a reaction SMILES: Br[C:2]1[CH:7]=[CH:6][CH:5]=[CH:4][C:3]=1[CH3:8].[Mg].[CH3:10][C:11]1[CH:15]=[CH:14][S:13][C:12]=1[CH:16]=[O:17].CCCCCCC.C1COCC1>C(OCC)C>[CH3:8][C:3]1[CH:4]=[CH:5][CH:6]=[CH:7][C:2]=1[CH:16]([C:12]1[S:13][CH:14]=[CH:15][C:11]=1[CH3:10])[OH:17] |f:3.4|. Reported procedure: The title compound was prepared from 2-bromotoluene (35.55 g, 0.208 mole), magnesium turnings (5.1 g, 0.208 mole) and 3-methylthiophene-2-aldehyde (23.6 g, 0.187 mole) by the method described in Example 6, using diethyl ether (150 ml) as solvent. The yield was 36.0 g (88%). T.l.c. rf=0.39 (SiO2, heptane/THF (7:3)). Starting materials: C(=C)[Si](OC)(OC)OC (Vinyltrimethoxysilane), C[SiH](O[SiH](C)C)C (1,1,3,3-tetramethyldisiloxane). Reaction conditions: temperature 80 celsius. The product is C(=C)[Si](OC)(OC)OC.C[SiH](O[SiH](C)C)C (vinyltrimethoxysilane 1,1,3,3-tetramethyldisiloxane). Isolated yield 71.0%. RXN SMILES: [CH:1]([Si:3]([O:8][CH3:9])([O:6][CH3:7])[O:4][CH3:5])=[CH2:2].[CH3:10][SiH:11]([CH3:16])[O:12][SiH:13]([CH3:15])[CH3:14]>>[CH:1]([Si:3]([O:8][CH3:9])([O:6][CH3:7])[O:4][CH3:5])=[CH2:2].[CH3:10][SiH:11]([CH3:16])[O:12][SiH:13]([CH3:15])[CH3:14] |f:2.3|. Reported procedure: 280 mg Vinyltrimethoxysilane and 381 mg 1,1,3,3-tetramethyldisiloxane were placed in a nitrogen-purged glass tube. This was followed by the addition of 28 mg dimethylacetoxysilane and 0.005 mL of a toluene solution (platinum content=0.04 weight %) of a zero-valent platinum complexed with divinylsiloxane. The tube was then sealed with Teflon® tape and a rubber septum and heated for 1 hour in an oil bath at 80° C. After cooling, GC analysis of the product showed the following: the vinyltrimethoxys... The reactants are C1(=CC=CC=C1)S(=O)(=O)C=1C(=NN2C1N=C(C=C2O)C)SC (3-benzenesulphonyl-5-methyl-2-methylsulphanyl-pyrazolo[1,5-a]pyrimidin-7-ol), O=P(Cl)(Cl)Cl (POCl3). Product: C1(=CC=CC=C1)S(=O)(=O)C=1C(=NN2C1N=C(C=C2Cl)C)SC (3-benzenesulphonyl-7-chloro-5-methyl-2-methylsulphanyl-pyrazolo[1,5-a]pyrimidine). Isolated yield 94.0%. RXN SMILES: [C:1]1([S:7]([C:10]2[C:11]([S:21][CH3:22])=[N:12][N:13]3[C:18](O)=[CH:17][C:16]([CH3:20])=[N:15][C:14]=23)(=[O:9])=[O:8])[CH:6]=[CH:5][CH:4]=[CH:3][CH:2]=1.O=P(Cl)(Cl)[Cl:25]>>[C:1]1([S:7]([C:10]2[C:11]([S:21][CH3:22])=[N:12][N:13]3[C:18]([Cl:25])=[CH:17][C:16]([CH3:20])=[N:15][C:14]=23)(=[O:9])=[O:8])[CH:6]=[CH:5][CH:4]=[CH:3][CH:2]=1. Procedure details: A suspension of 3.0 g (8.94 mmol) of 3-benzenesulphonyl-5-methyl-2-methylsulphanyl-pyrazolo[1,5-a]pyrimidin-7-ol in 20 ml of POCl3 was heated at reflux for 45 min. The reaction solution was cooled to RT and evaporated in a high vacuum. The residue was treated with 100 ml of ice-water and the pH value of the solution was adjusted to 8 with sat. NaHCO3 solution. The aqueous phase was extracted three times with 100 ml of CH2Cl2, and the organic phases were dried (MgSO4), filtered and evaporated. Ch...